This data is from the Open Reaction Database (ORD), a public repository of structured organic reaction records. The task is: describe an organic reaction: reactants, conditions, products, and yield Reactants: C(C)(=O)O (acetic acid), S(=O)(=O)(C)OC[C@@H]1[C@H]([C@@H]([C@H]([C@H](OC)O1)NC(=O)NC)O)O (Methyl 2-deoxy-6-O-mesyl-2-(N'-methylureido)-β-D-glucopyranoside), N(=O)[O-].[Na+] (sodium nitrite). Run in O (water). Run at time 8 hour. Yields the product S(=O)(=O)(C)OC[C@@H]1[C@H]([C@@H]([C@H]([C@H](OC)O1)NC(=O)N(N=O)C)O)O (Methyl 2-deoxy-6-O-mesyl-2-(N'-methyl-N'-nitrosoureido)-β-D-glucopyranoside). The yield is 80.4%. Reaction SMILES: [S:1]([O:5][CH2:6][C@H:7]1[O:14][C@@H:11]([O:12][CH3:13])[C@H:10]([NH:15][C:16]([NH:18][CH3:19])=[O:17])[C@@H:9]([OH:20])[C@@H:8]1[OH:21])([CH3:4])(=[O:3])=[O:2].C(O)(=O)C.[N:26]([O-])=[O:27].[Na+]>O>[S:1]([O:5][CH2:6][C@H:7]1[O:14][C@@H:11]([O:12][CH3:13])[C@H:10]([NH:15][C:16]([N:18]([CH3:19])[N:26]=[O:27])=[O:17])[C@@H:9]([OH:20])[C@@H:8]1[OH:21])([CH3:4])(=[O:3])=[O:2] |f:2.3|. Reported procedure: Methyl 2-deoxy-6-O-mesyl-2-(N'-methylureido)-β-D-glucopyranoside (400 mg) of the formula ##STR36## was dissolved in 50 ml of water, and the resulting aqueous solution was adjusted to pH 3 by addition of 2 ml of acetic acid. The acidified aqueous solution was admixed with 120 mg of sodium nitrite and the mixture was agitated at ambient temperature overnight to effect the nitrosation. The reaction mixture was treated with Amberlite IR-120 (H+ form) to remove the sodium ion therefrom. The reaction ...